From a dataset of the Open Reaction Database (ORD), a public repository of structured organic reaction records. describe an organic reaction: reactants, conditions, products, and yield Starting materials: C(C)(C)(C)OC([C@H](CNC(C1=CC=C(C=C1)OCCNC=1SC=CN1)=O)NS(=O)(=O)C1=CC=CC=C1)=O (4-[2-(Thiazol-2-ylamino)ethyloxy]benzoyl-2(S)-phenylsulfonylamino-β-alanine tert-butyl ester), C(=O)(C(F)(F)F)O (TFA). Run in C(Cl)Cl (CH2Cl2). Yields the product CCOC(=O)C.CCO.[NH4+].[OH-].O (EtOAc EtOH NH4OH H2O), S1C(=NC=C1)NCCOC1=CC=C(C(=O)NC[C@@H](C(=O)O)NS(=O)(=O)C2=CC=CC=C2)C=C1 (4-[2-(Thiazol-2-ylamino)ethyloxy]benzoyl-2(S)-phenylsulfonylamino-β-alanine). Reaction SMILES: [C:1]([O:5][C:6](=[O:37])[C@@H:7]([NH:27][S:28]([C:31]1[CH:36]=[CH:35][CH:34]=[CH:33][CH:32]=1)(=[O:30])=[O:29])[CH2:8][NH:9][C:10](=[O:26])[C:11]1[CH:16]=[CH:15][C:14]([O:17][CH2:18][CH2:19][NH:20][C:21]2[S:22][CH:23]=[CH:24][N:25]=2)=[CH:13][CH:12]=1)(C)(C)[CH3:2].[C:38](O)([C:40](F)(F)F)=[O:39]>C(Cl)Cl>[CH3:2][CH2:1][O:5][C:6]([CH3:7])=[O:37].[CH3:40][CH2:38][OH:39].[NH4+:9].[OH-:5].[OH2:5].[S:22]1[CH:23]=[CH:24][N:25]=[C:21]1[NH:20][CH2:19][CH2:18][O:17][C:14]1[CH:13]=[CH:12][C:11]([C:10]([NH:9][CH2:8][C@H:7]([NH:27][S:28]([C:31]2[CH:36]=[CH:35][CH:34]=[CH:33][CH:32]=2)(=[O:30])=[O:29])[C:6]([OH:37])=[O:5])=[O:26])=[CH:16][CH:15]=1 |f:3.4.5.6.7|. Procedure: Ester 24-6 (197 mg, 0.36 mmol) was dissolved in 1.8 mL CH2Cl2 and treated with 1.8 mL TFA. Once the starting material had disappeared, the reaction was concentrated, and flash chromatography (silica, 18:10:1:1 EtOAc/EtOH/NH4OH/H2O) provided 24-7 as a white solid. Rf 0.26 (silica, 18:10:1:1 EtOAc/EtOH/NH4OH/H2O). The reactants are C(CCC)OC1=NC(=C2N=C(N(C2=N1)CCCCC1CCNCC1)OC)N (2-(butyloxy)-8-(methyloxy)-9-[4-(4-piperidinyl)butyl]-9H-purin-6-amine), ICC1CCCC1 (iodomethylcyclopentane). Yields the product NC1=C2NC(N(C2=NC(=N1)OCCCC)CCCCC1CCN(CC1)CC1CCCC1)=O (6-Amino-2-(butyloxy)-9-{4-[1-(cyclopentylmethyl)-4-piperidinyl]butyl}-7,9-dihydro-8H-purin-8-one). Reaction SMILES: [CH2:1]([O:5][C:6]1[N:14]=[C:13]2[C:9]([N:10]=[C:11]([O:25]C)[N:12]2[CH2:15][CH2:16][CH2:17][CH2:18][CH:19]2[CH2:24][CH2:23][NH:22][CH2:21][CH2:20]2)=[C:8]([NH2:27])[N:7]=1)[CH2:2][CH2:3][CH3:4].I[CH2:29][CH:30]1[CH2:34][CH2:33][CH2:32][CH2:31]1>>[NH2:27][C:8]1[N:7]=[C:6]([O:5][CH2:1][CH2:2][CH2:3][CH3:4])[N:14]=[C:13]2[C:9]=1[NH:10][C:11](=[O:25])[N:12]2[CH2:15][CH2:16][CH2:17][CH2:18][CH:19]1[CH2:24][CH2:23][N:22]([CH2:29][CH:30]2[CH2:34][CH2:33][CH2:32][CH2:31]2)[CH2:21][CH2:20]1. Reported procedure: Prepared similarly to Example 82 from 2-(butyloxy)-8-(methyloxy)-9-[4-(4-piperidinyl)butyl]-9H-purin-6-amine and iodomethylcyclopentane. Starting materials: CCOCCBr, O=C([O-])[O-], CN(C)C=O, [K+], [K+], CCOc1cccc(Cc2ncc(C=O)c3cc(O)c(OC)cc23)c1. Yields the product CCOCCOc1cc2c(C=O)cnc(Cc3cccc(OCC)c3)c2cc1OC. Reaction SMILES: [Br:32][CH2:33][CH2:34][O:35][CH2:36][CH3:37].[C:26](=[O:27])([O-:28])[O-:29].[CH3:38][N:39]([CH3:40])[CH:41]=[O:42].[K+:30].[K+:31].[OH:1][c:2]1[cH:3][c:4]2[c:5]([CH:24]=[O:25])[cH:6][n:7][c:8]([CH2:14][c:15]3[cH:16][c:17]([O:21][CH2:22][CH3:23])[cH:18][cH:19][cH:20]3)[c:9]2[cH:10][c:11]1[O:12][CH3:13]>>[O:1]([c:2]1[cH:3][c:4]2[c:5]([CH:24]=[O:25])[cH:6][n:7][c:8]([CH2:14][c:15]3[cH:16][c:17]([O:21][CH2:22][CH3:23])[cH:18][cH:19][cH:20]3)[c:9]2[cH:10][c:11]1[O:12][CH3:13])[CH2:33][CH2:34][O:35][CH2:36][CH3:37]. Reactants: NC(CO)C (2-amino-1-propanol), C=C1CC(=O)O1 (diketene). Solvent: O1CCCC1 (tetrahydrofuran). Reaction conditions: temperature 0 celsius, time 1 hour. The product is OCC(C)NC(CC(C)=O)=O (N-(1-Hydroxypropan-2-yl)-3-oxobutanamide). The yield is 70.8%. Reaction SMILES: [NH2:1][CH:2]([CH3:5])[CH2:3][OH:4].[CH2:6]=[C:7]1[O:11][C:9](=[O:10])[CH2:8]1>O1CCCC1>[OH:4][CH2:3][CH:2]([NH:1][C:9](=[O:10])[CH2:8][C:7](=[O:11])[CH3:6])[CH3:5]. Reported procedure: 19 ml (0.24 mol) of 2-amino-1-propanol were added dropwise to a solution of 20 g of diketene (0.24 mol) in 200 ml tetrahydrofuran at −5 to 0° C. After 1 h stirring at 0° C. no more starting material was detected by thin layer chromatography. The reaction mixture was evaporated and the residue purified by column chromatography. This gave 27.12 g (0.17 mol, 71% yield) of a colorless oil. Reactants: [OH-].[Na+] (NaOH), [N+](=O)([O-])C1=CC=C(C=C1)C1=NOC(=C1)C(=O)OCC (Ethyl 3-(4-nitrophenyl)isoxazole-5-carboxylate), Cl (HCl). The solvent is C1CCOC1 (THF). Run at time 17.5 minute. The product is [N+](=O)([O-])C1=CC=C(C=C1)C1=NOC(=C1)C(=O)O (3-(4-nitrophenyl)isoxazole-5-carboxylic acid). The yield is 81.4%. Reaction SMILES: [N+:1]([C:4]1[CH:9]=[CH:8][C:7]([C:10]2[CH:14]=[C:13]([C:15]([O:17]CC)=[O:16])[O:12][N:11]=2)=[CH:6][CH:5]=1)([O-:3])=[O:2].[OH-].[Na+].Cl>C1COCC1>[N+:1]([C:4]1[CH:5]=[CH:6][C:7]([C:10]2[CH:14]=[C:13]([C:15]([OH:17])=[O:16])[O:12][N:11]=2)=[CH:8][CH:9]=1)([O-:3])=[O:2] |f:1.2|. Reported procedure: Ethyl 3-(4-nitrophenyl)isoxazole-5-carboxylate (11 g) was dissolved in THF (220 ml). 1 Molar aqueous NaOH (210 ml) was added and stirred at RT for 15-20 minutes. The reaction mass was acidified with 1 molar HCl. The reaction mixture was extracted with ethyl acetate, organic layer washed with brine, dried over Na2SO4 and concentrated under reduced pressure to get off white solid. Solid was crystallized from acetone/Pet ether to yield 8 g (81%) white solid. MS (ES+): m/z 235 (M+1); 1H NMR (DMSO-d6... The reactants are CC1(C=2C=C3CCC(C(C3=CC2C(CC1)(C)C)=O)C(=O)C1=CC=C(C(=O)OC)C=C1)C (methyl 4-(3,4,5,6,7,8-hexahydro-5,5,8,8-tetramethyl-1(2H)-anthracenon-2-ylcarbonyl)benzoate), CNN (monomethylhydrazine). Solvent: CO (methanol). The product is CN1N=C(C2=C1C1=CC=3C(CCC(C3C=C1CC2)(C)C)(C)C)C2=CC=C(C(=O)OC)C=C2 (Methyl 4-(4,5,7,8,9,10-hexahydro-1,7,7,10,10-pentamethylanthra[2,1-d]pyrazol-3-yl)benzoate). The yield is 65.1%. As a reaction SMILES: [CH3:1][C:2]1([CH3:31])[CH2:15][CH2:14][C:13]([CH3:17])([CH3:16])[C:12]2[CH:11]=[C:10]3[C:5]([CH2:6][CH2:7][CH:8]([C:19]([C:21]4[CH:30]=[CH:29][C:24]([C:25]([O:27][CH3:28])=[O:26])=[CH:23][CH:22]=4)=O)[C:9]3=O)=[CH:4][C:3]1=2.[CH3:32][NH:33][NH2:34]>CO>[CH3:32][N:33]1[C:9]2[C:10]3[C:5]([CH2:6][CH2:7][C:8]=2[C:19]([C:21]2[CH:30]=[CH:29][C:24]([C:25]([O:27][CH3:28])=[O:26])=[CH:23][CH:22]=2)=[N:34]1)=[CH:4][C:3]1[C:2]([CH3:1])([CH3:31])[CH2:15][CH2:14][C:13]([CH3:17])([CH3:16])[C:12]=1[CH:11]=3. Procedure: 4.5 g of methyl 4-(3,4,5,6,7,8-hexahydro-5,5,8,8-tetramethyl-1(2H)-anthracenon-2-ylcarbonyl)benzoate was suspended in 100 ml of methanol, followed by the addition thereto of 0.64 g of monomethylhydrazine. The obtained mixture was heated under reflux for 2 hours and cooled by allowing to stand to precipitate a solid. This solid was recovered by filtration and washed with methanol. 3.0 g of the title compound was obtained as a pale-yellow solid. Starting materials: C(C)OC(=O)C1N(CCNC1)S(=O)(=O)C1=CC=C(C=C1)OCC#CC (1-(4-but-2-ynyloxy-benzenesulfonyl)-piperazine-2-carboxylic acid ethyl ester), C(C)(C)(C)OC(=O)NCC(=O)O (N-(tert-butoxycarbonyl)glycine), Cl.CN(CCCN=C=NCC)C (1-(3-dimethylaminopropyl)-3-ethylcarbodiimide hydrochloride), O.ON1N=NC2=C1C=CC=C2 (1-hydroxybenzotriazole hydrate). Solvent: CN(C)C=O (DMF), C(C)(=O)OCC (ethyl acetate), CN(C)C=O (DMF). Conditions: time 1 hour. Product: C(C)(C)(C)OC(NCC(=O)N1CC(N(CC1)S(=O)(=O)C1=CC=C(C=C1)OCC#CC)C(NO)=O)=O ({2-[4-(4-but-2-ynyloxy-Benzenesulfonyl)-3-hydroxycarbamoyl-piperazin-1-yl]-2-oxo-ethyl}-carbamic Acid tert-Butyl Ester). Isolated yield 97.6%. RXN SMILES: [C:1]([O:5][C:6]([NH:8][CH2:9][C:10]([OH:12])=O)=[O:7])([CH3:4])([CH3:3])[CH3:2].O.[OH:14][N:15]1C2C=CC=CC=2N=N1.Cl.CN(C)CCCN=C=NCC.C(O[C:39]([CH:41]1[CH2:46][NH:45][CH2:44][CH2:43][N:42]1[S:47]([C:50]1[CH:55]=[CH:54][C:53]([O:56][CH2:57][C:58]#[C:59][CH3:60])=[CH:52][CH:51]=1)(=[O:49])=[O:48])=[O:40])C>CN(C=O)C.C(OCC)(=O)C>[C:1]([O:5][C:6](=[O:7])[NH:8][CH2:9][C:10]([N:45]1[CH2:44][CH2:43][N:42]([S:47]([C:50]2[CH:51]=[CH:52][C:53]([O:56][CH2:57][C:58]#[C:59][CH3:60])=[CH:54][CH:55]=2)(=[O:49])=[O:48])[CH:41]([C:39](=[O:40])[NH:15][OH:14])[CH2:46]1)=[O:12])([CH3:2])([CH3:3])[CH3:4] |f:1.2,3.4|. Reported procedure: To a solution of 0.14 g (0.8 mmol) of N-(tert-butoxycarbonyl)glycine dissolved in 3 mL of DMF was added 0.13 g (0.963 mmol) of 1-hydroxybenzotriazole hydrate (HOBT) followed by 0.203 g (1.06 mmol) of 1-(3-dimethylaminopropyl)-3-ethylcarbodiimide hydrochloride (EDC). The resulting mixture was stirred at room temperature for 1 h and 0.191 g (0.522 mmol) of 1-(4-but-2-ynyloxy-benzenesulfonyl)-piperazine-2-carboxylic acid ethyl ester in 3 mL of DMF was added dropwise. After stirring the reaction for... Reactants: COC=1C=CC(=CC1)P2(=S)SP(=S)(S2)C=3C=CC(=CC3)OC (Lawesson's Reagent), N1=C(C=CC=C1)C(=O)N (2-Picolinamide), BrCC(C(=O)OCC)=O (ethyl bromopyruvate). The solvent is C1(=CC=CC=C1)C (toluene). Conditions: temperature 85 celsius, time 48 hour. The product is N1=C(C=CC=C1)C=1SC=C(N1)C(=O)OCC (ethyl 2-(2-pyridinyl)-1,3-thiazole-4-carboxylate). The yield is 33.0%. RXN SMILES: [N:1]1[CH:6]=[CH:5][CH:4]=[CH:3][C:2]=1[C:7]([NH2:9])=O.COC1C=CC(P2(SP(C3C=CC(OC)=CC=3)(=S)S2)=[S:19])=CC=1.Br[CH2:33][C:34](=O)[C:35]([O:37][CH2:38][CH3:39])=[O:36]>C1(C)C=CC=CC=1>[N:1]1[CH:6]=[CH:5][CH:4]=[CH:3][C:2]=1[C:7]1[S:19][CH:33]=[C:34]([C:35]([O:37][CH2:38][CH3:39])=[O:36])[N:9]=1. Procedure: 2-Picolinamide (3.1 g, 25.4 mmol) was dissolved in toluene (25 mL) and treated with Lawesson's Reagent (5.1 g, 0.5 equivalents). The reaction was heated to 85° C. and stirred for 48 hrs. The reaction was quenched with water and extracted and extracted with ethyl acetate. The organic layer was washed with brine, dried over magnesium sulfate, filtered, and the solvent was removed by evaporation. This material was dissolved in ethanol (50 mL) and treated with ethyl bromopyruvate (3 mL, about 1 equi...